From a dataset of the Open Reaction Database (ORD), a public repository of structured organic reaction records. describe an organic reaction: reactants, conditions, products, and yield The reactants are COC(=O)C#N, CN1C(=O)C(c2ccccc2[N+](=O)[O-])c2cc3c(cc21)OCCO3, C[Si](C)(C)[N-][Si](C)(C)C, Cl, [Li+], C1CCOC1. Yields the product COC(=O)C1(c2ccccc2[N+](=O)[O-])C(=O)N(C)c2cc3c(cc21)OCCO3. Reaction SMILES: [C:35](#[N:36])[C:37](=[O:38])[O:39][CH3:40].[CH3:1][N:2]1[C:3](=[O:24])[CH:4]([c:15]2[c:16]([N+:21](=[O:22])[O-:23])[cH:17][cH:18][cH:19][cH:20]2)[c:5]2[cH:6][c:7]3[c:8]([cH:9][c:10]21)[O:11][CH2:12][CH2:13][O:14]3.[CH3:25][Si:26]([N-:27][Si:28]([CH3:29])([CH3:30])[CH3:31])([CH3:32])[CH3:33].[ClH:41].[Li+:34].[O:42]1[CH2:43][CH2:44][CH2:45][CH2:46]1>>[CH3:1][N:2]1[C:3](=[O:24])[C:4]([c:15]2[c:16]([N+:21](=[O:22])[O-:23])[cH:17][cH:18][cH:19][cH:20]2)([C:37](=[O:38])[O:39][CH3:40])[c:5]2[cH:6][c:7]3[c:8]([cH:9][c:10]21)[O:11][CH2:12][CH2:13][O:14]3. The reactants are C(#N)C1=C(C=C(C=C1)C1CCC=2N1C(=CN2)C=O)F (5-(4-cyano-3-fluorophenyl)-6,7-dihydro-5H-pyrrolo[1,2-a]imidazole-3-carboxaldehyde), CC(C)=CC (2-methyl-2-butene), Cl(=O)[O-].[Na+] (sodium chlorite), O.P(=O)(O)(O)[O-].[Na+] (sodium dihydrogenphosphate monohydrate). Solvent: C(C)(C)(C)O (tert-butanol), O (H2O). Reaction conditions: time 16 hour. The product is C(#N)C1=C(C=C(C=C1)C1CCC=2N1C(=CN2)C(=O)O)F (5-(4-cyano-3-fluorophenyl)-6,7-dihydro-5H-pyrrolo[1,2-a]imidazole-3-carboxylic Acid). Reaction SMILES: [C:1]([C:3]1[CH:8]=[CH:7][C:6]([CH:9]2[N:13]3[C:14]([CH:17]=[O:18])=[CH:15][N:16]=[C:12]3[CH2:11][CH2:10]2)=[CH:5][C:4]=1[F:19])#[N:2].CC(=CC)C.Cl([O-])=[O:26].[Na+].O.P([O-])(O)(O)=O.[Na+]>C(O)(C)(C)C.O>[C:1]([C:3]1[CH:8]=[CH:7][C:6]([CH:9]2[N:13]3[C:14]([C:17]([OH:26])=[O:18])=[CH:15][N:16]=[C:12]3[CH2:11][CH2:10]2)=[CH:5][C:4]=1[F:19])#[N:2] |f:2.3,4.5.6|. Procedure details: To a solution of aldehyde from Step J (990 mg, 3.88 mmol) in tert-butanol (20 mL)/2-methyl-2-butene (2 mL) was added a solution of sodium chlorite (421 mg, 4.65 mmol) and sodium dihydrogenphosphate monohydrate (642 mg, 4.65 mmol) in H2O (4 mL). The reaction mixture was stirred for 16 hours and the precipitate filtered to yield the title product as a white solid.